This data is from the Open Reaction Database (ORD), a public repository of structured organic reaction records. The task is: describe an organic reaction: reactants, conditions, products, and yield Reactants: CC(C)(OC(=O)N[C@@H](CC(C)C)C(=O)O)C (N-(1,1-Dimethylethoxycarbonyl)leucine), ClC1=C(C=C(C(=C1)Cl)Cl)O (2,4,5-trichlorophenol), C1(CCCCC1)N=C=NC1CCCCC1 (dicyclohexylcarbodiimide). The solvent is C(C)(=O)OCC (ethyl acetate). The product is ClC1=C(C=C(C(=C1)Cl)Cl)OC([C@@H](NC(=O)OC(C)(C)C)CC(C)C)=O (N-(1,1-dimethylethoxycarbonyl)leucine 2,4,5-trichlorophenyl ester). Yield: 100.6%. Reaction SMILES: [CH3:1][C:2]([CH3:16])([O:4][C:5]([NH:7][C@H:8]([C:13]([OH:15])=[O:14])[CH2:9][CH:10]([CH3:12])[CH3:11])=[O:6])[CH3:3].[Cl:17][C:18]1[CH:23]=[C:22]([Cl:24])[C:21]([Cl:25])=[CH:20][C:19]=1O.C1(N=C=NC2CCCCC2)CCCCC1>C(OCC)(=O)C>[Cl:17][C:18]1[CH:23]=[C:22]([Cl:24])[C:21]([Cl:25])=[CH:20][C:19]=1[O:14][C:13](=[O:15])[C@H:8]([CH2:9][CH:10]([CH3:12])[CH3:11])[NH:7][C:5]([O:4][C:2]([CH3:3])([CH3:1])[CH3:16])=[O:6]. Procedure details: N-(1,1-Dimethylethoxycarbonyl)leucine (6.32 g, 15 mmol) was stirred with 2,4,5-trichlorophenol (3.01 g, 15.2 mmol) and dicyclohexylcarbodiimide (3.14 g, 15.2 mmol) in ethyl acetate (50 mL) at -10° C. for 4 h. The suspension was filtered and the solvent was evaporated under reduced pressure from the filtrate. The residue was dissolved in ethyl acetate. The suspension was filtered and the solvent was evaporated under reduced pressure from the filtrate to give N-(1,1-dimethylethoxycarbonyl)leucine ... Reactants: COC(=O)C1CC(=O)N(c2ccc(C=Cc3ccc(OC)cc3)cc2)C1, CN, CCO, O. Reaction SMILES: [CH3:1][O:2][C:3](=[O:4])[CH:5]1[CH2:6][N:7]([c:11]2[cH:12][cH:13][c:14]([CH:17]=[CH:18][c:19]3[cH:20][cH:21][c:22]([O:25][CH3:26])[cH:23][cH:24]3)[cH:15][cH:16]2)[C:8](=[O:10])[CH2:9]1.[CH3:27][NH2:28].[CH3:30][CH2:31][OH:32].[OH2:29]>>[O:2]=[C:3]([CH:5]1[CH2:6][N:7]([c:11]2[cH:12][cH:13][c:14]([CH:17]=[CH:18][c:19]3[cH:20][cH:21][c:22]([O:25][CH3:26])[cH:23][cH:24]3)[cH:15][cH:16]2)[C:8](=[O:10])[CH2:9]1)[NH:28][CH3:27]. Product: CNC(=O)C1CC(=O)N(c2ccc(C=Cc3ccc(OC)cc3)cc2)C1. Product: FC1=CC=C(C=C1)C1=NN(C(=N1)C1CCN(CC1)C(=O)OC(C)(C)C)C1=NC=CC=N1 (tert-Butyl 4-[3-(4-fluorophenyl)-1-(pyrimidin-2-yl)-1H-1,2,4-triazol-5-yl]piperidine-1-carboxylate). Reaction SMILES: [F:1][C:2]1[CH:7]=[CH:6][C:5]([C:8]([NH:10][C:11]([CH:13]2[CH2:18][CH2:17][N:16]([C:19]([O:21][C:22]([CH3:25])([CH3:24])[CH3:23])=[O:20])[CH2:15][CH2:14]2)=O)=S)=[CH:4][CH:3]=1.[NH:26]([C:28]1[N:33]=[CH:32][CH:31]=[CH:30][N:29]=1)[NH2:27].C([O-])(=O)C.[Na+]>O1CCOCC1.C(O)(=O)C>[F:1][C:2]1[CH:7]=[CH:6][C:5]([C:8]2[N:10]=[C:11]([CH:13]3[CH2:18][CH2:17][N:16]([C:19]([O:21][C:22]([CH3:25])([CH3:24])[CH3:23])=[O:20])[CH2:15][CH2:14]3)[N:26]([C:28]3[N:33]=[CH:32][CH:31]=[CH:30][N:29]=3)[N:27]=2)=[CH:4][CH:3]=1 |f:2.3|. The solvent is O1CCOCC1 (1,4-dioxane), C(C)(=O)O (acetic acid). Reaction conditions: temperature 80 celsius. Starting materials: FC1=CC=C(C=C1)C(=S)NC(=O)C1CCN(CC1)C(=O)OC(C)(C)C (tert-Butyl 4-{[(4-fluorophenyl)carbonothioyl]-carbamoyl}piperidine-1-carboxylate), N(N)C1=NC=CC=N1 (2-hydrazinylprimidine), C(C)(=O)[O-].[Na+] (sodium acetate). Procedure: tert-Butyl 4-{[(4-fluorophenyl)carbonothioyl]-carbamoyl}piperidine-1-carboxylate (0.37 g, 1.01 mmol) was mixed with 2-hydrazinylprimidine (0.13 g, 1.21 mmol) and sodium acetate (0.099 g, 1.21 mmol) in 3 ml of 1,4-dioxane and acetic acid (1:1). After heating at 80° C. for 45 min, the solvents were removed under vacuum. The resulting residue was re-dissolved in dichloromethane and washed with saturated sodium bicarbonate solution and water. The organic layers were concentrated, and the residue was... Reactants: C(C)OC(CCC1=CC=C(C=C1)C1=CC=C(C=C1)C1=C(C(=NO1)C)C=O)=O (3-[4′-(4-formyl-3-methyl-isoxazol-5-yl)-biphenyl-4-yl]-propionic acid ethyl ester), C(#C)[Mg]Br (ethynylmagnesium bromide). The product is C(C)OC(CCC1=CC=C(C=C1)C1=CC=C(C=C1)C1=C(C(=NO1)C)C(C#C)O)=O (3-{4′-[4-(1-Hydroxy-prop-2-ynyl)-3-methyl-isoxazol-5-yl]-biphenyl-4-yl}-propionic acid ethyl ester). Reaction SMILES: [CH2:1]([O:3][C:4](=[O:27])[CH2:5][CH2:6][C:7]1[CH:12]=[CH:11][C:10]([C:13]2[CH:18]=[CH:17][C:16]([C:19]3[O:23][N:22]=[C:21]([CH3:24])[C:20]=3[CH:25]=[O:26])=[CH:15][CH:14]=2)=[CH:9][CH:8]=1)[CH3:2].[C:28]([Mg]Br)#[CH:29]>>[CH2:1]([O:3][C:4](=[O:27])[CH2:5][CH2:6][C:7]1[CH:8]=[CH:9][C:10]([C:13]2[CH:18]=[CH:17][C:16]([C:19]3[O:23][N:22]=[C:21]([CH3:24])[C:20]=3[CH:25]([OH:26])[C:28]#[CH:29])=[CH:15][CH:14]=2)=[CH:11][CH:12]=1)[CH3:2]. Procedure details: Prepared according to the procedure described in Example 25, Step 1, using 3-[4′-(4-formyl-3-methyl-isoxazol-5-yl)-biphenyl-4-yl]-propionic acid ethyl ester and ethynylmagnesium bromide. Reactants: CS(=O)(=O)O (Methanesulfonic acid), NC=1C=CC(=C(C(=O)O)C1)Cl (5-amino-2-chlorobenzoic acid), CC(C)O (2-propanol). RXN SMILES: CS(O)(=O)=O.[NH2:6][C:7]1[CH:8]=[CH:9][C:10]([Cl:16])=[C:11]([CH:15]=1)[C:12]([OH:14])=[O:13].[CH3:17][CH:18](O)[CH3:19]>>[NH2:6][C:7]1[CH:8]=[CH:9][C:10]([Cl:16])=[C:11]([CH:15]=1)[C:12]([O:14][CH:18]([CH3:19])[CH3:17])=[O:13]. The product is NC=1C=CC(=C(C(=O)OC(C)C)C1)Cl (1-Methylethyl 5-amino-2-chlorobenzoate). Isolated yield 75.0%. Conditions: time 6 hour. Procedure: Methanesulfonic acid (99%, 318 g, 3.3 mole) was added slowly to a stirred mixture of 5-amino-2-chlorobenzoic acid (85%, 215 g, 1.1 mole) in 2-propanol (about 1100 ml). The mixture was heated under reflux with stirring for 6 hours, then the excess 2-propanol was evaporated under reduced pressure. Water (about 1000 ml) was added to the residue and the mixture was neutralized with solid sodium bicarbonate and extracted with methylene chloride (about 1200 ml). The extract was washed twice with water... Reactants: [Al+3], C1CCOC1, Cc1ccc(C(CC(=O)OC(C)(C)C)N(Cc2ccccc2)C(C)c2ccccc2)cn1, [H-], [H-], [H-], [H-], [Li+]. Product: Cc1ccc(C(CCO)N(Cc2ccccc2)C(C)c2ccccc2)cn1. RXN SMILES: [Al+3:2].[CH2:39]1[O:40][CH2:41][CH2:42][CH2:43]1.[CH2:7]([c:8]1[cH:9][cH:10][cH:11][cH:12][cH:13]1)[N:14]([CH:15]([CH2:16][C:17](=[O:18])[O:19][C:20]([CH3:21])([CH3:22])[CH3:23])[c:24]1[cH:25][n:26][c:27]([CH3:30])[cH:28][cH:29]1)[CH:31]([CH3:32])[c:33]1[cH:34][cH:35][cH:36][cH:37][cH:38]1.[H-:1].[H-:4].[H-:5].[H-:6].[Li+:3]>>[CH2:7]([c:8]1[cH:9][cH:10][cH:11][cH:12][cH:13]1)[N:14]([CH:15]([CH2:16][CH2:17][OH:18])[c:24]1[cH:25][n:26][c:27]([CH3:30])[cH:28][cH:29]1)[CH:31]([CH3:32])[c:33]1[cH:34][cH:35][cH:36][cH:37][cH:38]1. Reactants: O=C1CCCc2c(Cl)cccc2-c2ccccc21, [K+], NN, [OH-], O, OCCO. Yields the product Clc1cccc2c1CCCCc1ccccc1-2. RXN SMILES: [Cl:1][c:2]1[cH:3][cH:4][cH:5][c:6]2[c:13]1[CH2:12][CH2:11][CH2:10][C:9](=[O:14])[c:8]1[c:7]-2[cH:18][cH:17][cH:16][cH:15]1.[K+:23].[NH2:20][NH2:21].[OH-:22].[OH2:19].[OH:24][CH2:25][CH2:26][OH:27]>>[Cl:1][c:2]1[cH:3][cH:4][cH:5][c:6]2[c:13]1[CH2:12][CH2:11][CH2:10][CH2:9][c:8]1[c:7]-2[cH:18][cH:17][cH:16][cH:15]1.